From a dataset of the Open Reaction Database (ORD), a public repository of structured organic reaction records. describe an organic reaction: reactants, conditions, products, and yield The reactants are N1C=CC2=CC=CC=C12 (indole), C[N+](=CCl)C.[Cl-] (Vilsmeier reagent), C(C(=O)Cl)(=O)Cl (oxalyl chloride). Run in CN(C=O)C (dimethyl formamide). Product: N1C(=CC2=CC=CC=C12)C=O (indole aldehyde). RXN SMILES: [NH:1]1[C:9]2[C:4](=[CH:5][CH:6]=[CH:7][CH:8]=2)[CH:3]=[CH:2]1.C[N+](C)=CCl.[Cl-].C(Cl)(=O)[C:17](Cl)=[O:18]>CN(C)C=O>[NH:1]1[C:9]2[C:4](=[CH:5][CH:6]=[CH:7][CH:8]=2)[CH:3]=[C:2]1[CH:17]=[O:18] |f:1.2|. Procedure details: In Step 1 of Scheme F, indole compound a is treated with the Vilsmeier reagent formed by mixing oxalyl chloride with dimethyl formamide to form indole aldehyde w, which in turn is reacted with Meldrum's acid in Step 2 to yield indole compound x. Indole x is then treated with Grignard reagent y in Step 3 to afford indole compound z. In Step 4 compound z is reacted with amine d in the presence of pyridine to give indole amide r, which is then reduced in Step 5 to provide aminopropyl indole compoun... Reactants: COC1=C(C=CC=C1OC)CCC(C(=O)O)N(C(=O)OCC1=CC=CC=C1)C (4-(2,3-dimethoxyphenyl)-2-(N-methyl-N-benzyloxycarbonyl-amino)-butyric acid), S(=O)(Cl)Cl (thionyl chloride). Solvent: CCCCCC (hexane). Yields the product COC1=C(C=CC=C1OC)CCC1N(C(OC1=O)=O)C (4-[2-(2,3-Dimethoxyphenyl)-ethyl]-N-methyl-2,5-oxazolidinedione). Reaction SMILES: [CH3:1][O:2][C:3]1[C:8]([O:9][CH3:10])=[CH:7][CH:6]=[CH:5][C:4]=1[CH2:11][CH2:12][CH:13]([N:17]([CH3:28])[C:18]([O:20]CC1C=CC=CC=1)=[O:19])[C:14]([OH:16])=O.S(Cl)(Cl)=O>CCCCCC>[CH3:1][O:2][C:3]1[C:8]([O:9][CH3:10])=[CH:7][CH:6]=[CH:5][C:4]=1[CH2:11][CH2:12][CH:13]1[C:14](=[O:16])[O:20][C:18](=[O:19])[N:17]1[CH3:28]. Procedure: 18.5 g of 4-(2,3-dimethoxyphenyl)-2-(N-methyl-N-benzyloxycarbonyl-amino)-butyric acid (0.048 mole) and 28.7 g of thionyl chloride are placed into a 250 ml round-bottomed flask, refluxing for 2 hours then distilling off under vacuum the thionyl chloride until obtaining a thick oil. The oil is taken up into 100 ml of hexane, stirring until solidification, then it is decanted and triturated with 100 ml more of hexane, filtered and dried under vacuum at 30° C. to obtain a fine crystalline powder. Yi... Starting materials: CCCCCCCCCCCC (dodecane), [I-].[Na+] (sodium iodide), CNCCNC (N,N′-Dimethylethylenediamine), BrC=1C=C(C=C(C1)C)C (5-bromo-m-xylene). The reagents and catalysts are [Cu]I (CuI). Run in C(C)(=O)OCC (Ethyl acetate), C(C)(=O)OCC (ethyl acetate), C1(=CC=CC=C1)C (toluene). Conditions: temperature 110 celsius, time 22 hour. The product is IC=1C=C(C=C(C1)C)C (5-Iodo-m-xylene). Reaction SMILES: [I-:1].[Na+].CNCCNC.Br[C:10]1[CH:11]=[C:12]([CH3:17])[CH:13]=[C:14]([CH3:16])[CH:15]=1.CCCCCCCCCCCC>C(OCC)(=O)C.[Cu]I.C1(C)C=CC=CC=1>[I:1][C:10]1[CH:11]=[C:12]([CH3:17])[CH:13]=[C:14]([CH3:16])[CH:15]=1 |f:0.1|. Procedure details: A Schlenk tube was charged with CuI, sodium iodide (fine powder, dried, 300 mg, 2.00 mmol), evacuated and backfilled with argon. N,N′-Dimethylethylenediamine, 5-bromo-m-xylene (136 μL, 1.00 mmol), and toluene (1.0 mL) were added under argon. The Schlenk tube was sealed with a Teflon valve and the reaction mixture was stirred at 110° C. for 22 h. The resulting suspension was allowed to reach room temperature. Ethyl acetate (2 mL) and dodecane (internal GC standard, 230 μL) were added to the react...